Dataset: the Open Reaction Database (ORD), a public repository of structured organic reaction records. Task: describe an organic reaction: reactants, conditions, products, and yield Starting materials: ClC(=O)OCC(C)C (isobutyl chloroformate), BrC=1C=C(C=CC1)NC1=NC=NC2=CC=C(C=C12)N (N-(3-bromophenyl)-4,6-quinazolindiamine), CN1CCOCC1 (N-methylmorpholine), C(C)(=O)OCC (ethyl acetate). The solvent is O1CCCC1 (tetrahydrofuran), O (water), O1CCCC1 (tetrahydrofuran). Reaction conditions: temperature 0 celsius, time 5 minute. Product: BrC=1C=C(C=CC1)NC1=NC=NC2=CC=C(C=C12)NC(=O)C1OC1 (Oxirane-2-carboxylic acid [4-(3-bromo-phenylamino )-quinazolin-6-yl]-amide). The yield is 18.0%. RXN SMILES: ClC([O:4][CH2:5][CH:6]([CH3:8])C)=O.CN1CC[O:13]CC1.[Br:16][C:17]1[CH:18]=[C:19]([NH:23][C:24]2[C:33]3[C:28](=[CH:29][CH:30]=[C:31]([NH2:34])[CH:32]=3)[N:27]=[CH:26][N:25]=2)[CH:20]=[CH:21][CH:22]=1.C(OCC)(=O)C>O1CCCC1.O>[Br:16][C:17]1[CH:18]=[C:19]([NH:23][C:24]2[C:33]3[C:28](=[CH:29][CH:30]=[C:31]([NH:34][C:8]([CH:6]4[CH2:5][O:4]4)=[O:13])[CH:32]=3)[N:27]=[CH:26][N:25]=2)[CH:20]=[CH:21][CH:22]=1. Procedure: A solution of 280 mg of 2,3-epoxy propoinic acid in 2.0 mL of tetrahydrofuran was cooled in an ice bath. A 0.42 mL portion of isobutyl chloroformate followed by a 0.48 mL portion of N-methylmorpholine were added. After 5 minutes, a suspension of 500 mg of N-(3-bromophenyl)-4,6-quinazolindiamine in 4 mL of tetrahydrofuran was added. The resulting reaction mixture was stirred at 0° C. for 3 hr., and then was diluted with 30 mL of water. The aqueous solution was extrated with 50 mL of ethyl acetate... Starting materials: BrCC1CC2=C(C=NC=3C=CC(=CC23)OC)O1 (2-bromomethyl-8-methoxy-1,2-dihydro-furo[2,3-c]quinoline), C(C)(C)(C)OC(=O)N1CCC(CC1)N (4-amino-piperidine-1-carboxylic acid tert-butyl ester), O=C1CSC2=C(N1)C=C(C=C2)C(=O)O (3-oxo-3,4-dihydro-2H-benzo[1,4]thiazine-6-carboxylic acid). The product is COC1=CC=2C3=C(C=NC2C=C1)OC(C3)CN3CCC(CC3)NC(=O)C=3C=CC1=C(NC(CS1)=O)C3 (3-oxo-3,4-dihydro-2H-benzo[1,4]thiazine-6-carboxylic acid [1-(8-methoxy-1,2-dihydro-furo[2,3-c]quinolin-2-ylmethyl)-piperidin-4-yl]-amide). RXN SMILES: Br[CH2:2][CH:3]1[O:17][C:6]2[CH:7]=[N:8][C:9]3[CH:10]=[CH:11][C:12]([O:15][CH3:16])=[CH:13][C:14]=3[C:5]=2[CH2:4]1.C(OC([N:25]1[CH2:30][CH2:29][CH:28]([NH2:31])[CH2:27][CH2:26]1)=O)(C)(C)C.[O:32]=[C:33]1[NH:38][C:37]2[CH:39]=[C:40]([C:43](O)=[O:44])[CH:41]=[CH:42][C:36]=2[S:35][CH2:34]1>>[CH3:16][O:15][C:12]1[CH:11]=[CH:10][C:9]2[N:8]=[CH:7][C:6]3[O:17][CH:3]([CH2:2][N:25]4[CH2:26][CH2:27][CH:28]([NH:31][C:43]([C:40]5[CH:41]=[CH:42][C:36]6[S:35][CH2:34][C:33](=[O:32])[NH:38][C:37]=6[CH:39]=5)=[O:44])[CH2:29][CH2:30]4)[CH2:4][C:5]=3[C:14]=2[CH:13]=1. Procedure details: The titled compound is prepared as a white lyophilized powder following Scheme 1 and in analogy to Example 1 using 2-bromomethyl-8-methoxy-1,2-dihydro-furo[2,3-c]quinoline, 4-amino-piperidine-1-carboxylic acid tert-butyl ester and 3-oxo-3,4-dihydro-2H-benzo[1,4]thiazine-6-carboxylic acid as starting material. The reactants are CCc1ccc(Br)cc1[N+](=O)[O-], COCCOC, OB(O)c1ccc(Cl)cc1, [Na+], [Na+], O=C([O-])[O-], O, c1ccc(P(c2ccccc2)(c2ccccc2)[Pd](P(c2ccccc2)(c2ccccc2)c2ccccc2)(P(c2ccccc2)(c2ccccc2)c2ccccc2)P(c2ccccc2)(c2ccccc2)c2ccccc2)cc1. Product: CCc1ccc(-c2ccc(Cl)cc2)cc1[N+](=O)[O-]. RXN SMILES: [Br:1][c:2]1[cH:3][c:4]([N+:10](=[O:11])[O-:12])[c:5]([CH2:8][CH3:9])[cH:6][cH:7]1.[CH3:29][O:30][CH2:31][CH2:32][O:33][CH3:34].[Cl:13][c:14]1[cH:15][cH:16][c:17]([B:20]([OH:21])[OH:22])[cH:18][cH:19]1.[Na+:23].[Na+:24].[O-:25][C:26](=[O:27])[O-:28].[OH2:35].[cH:36]1[cH:37][cH:38][c:39]([P:40]([Pd:41]([P:42]([c:43]2[cH:44][cH:45][cH:46][cH:47][cH:48]2)([c:49]2[cH:50][cH:51][cH:52][cH:53][cH:54]2)[c:55]2[cH:56][cH:57][cH:58][cH:59][cH:60]2)([P:61]([c:62]2[cH:63][cH:64][cH:65][cH:66][cH:67]2)([c:68]2[cH:69][cH:70][cH:71][cH:72][cH:73]2)[c:74]2[cH:75][cH:76][cH:77][cH:78][cH:79]2)[P:80]([c:81]2[cH:82][cH:83][cH:84][cH:85][cH:86]2)([c:87]2[cH:88][cH:89][cH:90][cH:91][cH:92]2)[c:93]2[cH:94][cH:95][cH:96][cH:97][cH:98]2)([c:99]2[cH:100][cH:101][cH:102][cH:103][cH:104]2)[c:105]2[cH:106][cH:107][cH:108][cH:109][cH:110]2)[cH:111][cH:112]1>>[c:2]1(-[c:17]2[cH:16][cH:15][c:14]([Cl:13])[cH:19][cH:18]2)[cH:3][c:4]([N+:10](=[O:11])[O-:12])[c:5]([CH2:8][CH3:9])[cH:6][cH:7]1. The reactants are CCCCCC (Hexane), C(C)N1CC2(CC3=CC(=C(C(=C13)C)C)OC)CCC2 (1′-ethyl-6′-methoxy-7′,8′-dimethyl-2′,4′-dihydro-1′H-spiro[cyclobutane-1,3′-quinoline]), CCOC(=O)C (EtOAc), B(Br)(Br)Br (BBr3). The solvent is C(Cl)(Cl)Cl (chloroform). Run at time 4 hour. Product: C(C)N1CC2(CC3=CC(=C(C(=C13)C)C)O)CCC2 (1′-ethyl-7′,8′-dimethyl-2′,4′-dihydro-1′H-spiro[cyclobutane-1,3′-quinolin]-6′-ol). Isolated yield 38.0%. As a reaction SMILES: [CH2:1]([N:3]1[C:12]2[C:7](=[CH:8][C:9]([O:15]C)=[C:10]([CH3:14])[C:11]=2[CH3:13])[CH2:6][C:5]2([CH2:19][CH2:18][CH2:17]2)[CH2:4]1)[CH3:2].B(Br)(Br)Br.CCOC(C)=O.CCCCCC>C(Cl)(Cl)Cl>[CH2:1]([N:3]1[C:12]2[C:7](=[CH:8][C:9]([OH:15])=[C:10]([CH3:14])[C:11]=2[CH3:13])[CH2:6][C:5]2([CH2:17][CH2:18][CH2:19]2)[CH2:4]1)[CH3:2]. Procedure: To a solution of 1′-ethyl-6′-methoxy-7′,8′-dimethyl-2′,4′-dihydro-1′H-spiro[cyclobutane-1,3′-quinoline] (100 mg) in 2 mL chloroform cooled in ice bath (10° C.) was added BBr3 (2 mL, 1 M). After 4 hours, ice was added to quench the reaction. After separation of the two layers, dichloromethane was used to extract the aqueous phase. The combined organic phases were then washed with brine, dried and evaporated to give a crude oil which was then passed through a column (EtOAc: Hexane; 2-16%) to give ... The reactants are CC(C)(C)OC(=O)N1CCC(c2ccc(N)c(Br)c2)CC1, O=C([O-])[O-], CC1(C)OB(C2=CCCCC2)OC1(C)C, Cc1ccccc1, CCO, CCOC(C)=O, [Na+], [Na+], c1ccc(P(c2ccccc2)(c2ccccc2)[Pd](P(c2ccccc2)(c2ccccc2)c2ccccc2)(P(c2ccccc2)(c2ccccc2)c2ccccc2)P(c2ccccc2)(c2ccccc2)c2ccccc2)cc1. Yields the product CC(C)(C)OC(=O)N1CCC(c2ccc(N)c(C3=CCCCC3)c2)CC1. RXN SMILES: [C:1]([CH3:2])([CH3:3])([CH3:4])[O:5][C:6](=[O:7])[N:8]1[CH2:9][CH2:10][CH:11]([c:14]2[cH:15][c:16]([Br:21])[c:17]([NH2:20])[cH:18][cH:19]2)[CH2:12][CH2:13]1.[C:22](=[O:23])([O-:24])[O-:25].[C:28]1([B:34]2[O:35][C:36]([CH3:37])([CH3:38])[C:39]([CH3:40])([CH3:41])[O:42]2)=[CH:29][CH2:30][CH2:31][CH2:32][CH2:33]1.[CH3:43][c:44]1[cH:45][cH:46][cH:47][cH:48][cH:49]1.[CH3:50][CH2:51][OH:52].[CH3:53][CH2:54][O:55][C:56]([CH3:57])=[O:58].[Na+:26].[Na+:27].[cH:59]1[cH:60][cH:61][c:62]([P:63]([Pd:64]([P:65]([c:66]2[cH:67][cH:68][cH:69][cH:70][cH:71]2)([c:72]2[cH:73][cH:74][cH:75][cH:76][cH:77]2)[c:78]2[cH:79][cH:80][cH:81][cH:82][cH:83]2)([P:84]([c:85]2[cH:86][cH:87][cH:88][cH:89][cH:90]2)([c:91]2[cH:92][cH:93][cH:94][cH:95][cH:96]2)[c:97]2[cH:98][cH:99][cH:100][cH:101][cH:102]2)[P:103]([c:104]2[cH:105][cH:106][cH:107][cH:108][cH:109]2)([c:110]2[cH:111][cH:112][cH:113][cH:114][cH:115]2)[c:116]2[cH:117][cH:118][cH:119][cH:120][cH:121]2)([c:122]2[cH:123][cH:124][cH:125][cH:126][cH:127]2)[c:128]2[cH:129][cH:130][cH:131][cH:132][cH:133]2)[cH:134][cH:135]1>>[C:1]([CH3:2])([CH3:3])([CH3:4])[O:5][C:6](=[O:7])[N:8]1[CH2:9][CH2:10][CH:11]([c:14]2[cH:15][c:16]([C:28]3=[CH:29][CH2:30][CH2:31][CH2:32][CH2:33]3)[c:17]([NH2:20])[cH:18][cH:19]2)[CH2:12][CH2:13]1. Yields the product FC1=C(C=C(C(=C1)O[C@@H]1[C@@H](CCCC1)N1C=NC=C1)F)S(=O)(=O)NC1=NC=NC=C1 (2,5-Difluoro-4-{[(1S*,2R*)-2-(1H-imidazol-1-yl)cyclohexyl]oxy}-N-(pyrimidin-4-yl)benzenesulfonamide). Procedure: The reaction and aftertreatment were conducted in the same manner as in Example 1b by using the N-(2,4-dimethoxybenzyl)-2,5-difluoro-4-{[(1S*,2S*)-2-(1H-imidazol-1-yl)cyclohexyl]oxy}-N-(pyrimidin-4-yl)benzenesulfonamide (315 mg, 0.538 mmol) prepared in Example 32a, triethylsilane (0.40 mL), trifluoroacetic acid (4.0 mL) and dichloromethane (4.0 mL), to yield the title compound (220 mg, 94%) as a colorless solid. Reactants: COC1=C(CN(S(=O)(=O)C2=C(C=C(C(=C2)F)O[C@@H]2[C@H](CCCC2)N2C=NC=C2)F)C2=NC=NC=C2)C=CC(=C1)OC (N-(2,4-dimethoxybenzyl)-2,5-difluoro-4-{[(1S*,2S*)-2-(1H-imidazol-1-yl)cyclohexyl]oxy}-N-(pyrimidin-4-yl)benzenesulfonamide), C(C)[SiH](CC)CC (triethylsilane), FC(C(=O)O)(F)F (trifluoroacetic acid). As a reaction SMILES: COC1C=C(OC)C=CC=1C[N:6]([C:30]1[CH:35]=[CH:34][N:33]=[CH:32][N:31]=1)[S:7]([C:10]1[CH:15]=[C:14]([F:16])[C:13]([O:17][C@H:18]2[CH2:23][CH2:22][CH2:21][CH2:20][C@@H:19]2[N:24]2[CH:28]=[CH:27][N:26]=[CH:25]2)=[CH:12][C:11]=1[F:29])(=[O:9])=[O:8].C([SiH](CC)CC)C.FC(F)(F)C(O)=O>ClCCl>[F:29][C:11]1[CH:12]=[C:13]([O:17][C@H:18]2[CH2:23][CH2:22][CH2:21][CH2:20][C@H:19]2[N:24]2[CH:28]=[CH:27][N:26]=[CH:25]2)[C:14]([F:16])=[CH:15][C:10]=1[S:7]([NH:6][C:30]1[CH:35]=[CH:34][N:33]=[CH:32][N:31]=1)(=[O:8])=[O:9]. Isolated yield 93.9%. The solvent is ClCCl (dichloromethane). The reactants are CCCCO, CN(C)CCC(N)c1ccccc1, N#Cc1ccc(C(F)(F)F)cc1F. Yields the product CN(C)CCC(Nc1cc(C(F)(F)F)ccc1C#N)c1ccccc1. As a reaction SMILES: [CH2:27]([OH:28])[CH2:29][CH2:30][CH3:31].[CH3:14][N:15]([CH2:16][CH2:17][CH:18]([NH2:19])[c:20]1[cH:21][cH:22][cH:23][cH:24][cH:25]1)[CH3:26].[F:1][c:2]1[c:3]([C:4]#[N:5])[cH:6][cH:7][c:8]([C:10]([F:11])([F:12])[F:13])[cH:9]1>>[c:2]1([NH:19][CH:18]([CH2:17][CH2:16][N:15]([CH3:14])[CH3:26])[c:20]2[cH:21][cH:22][cH:23][cH:24][cH:25]2)[c:3]([C:4]#[N:5])[cH:6][cH:7][c:8]([C:10]([F:11])([F:12])[F:13])[cH:9]1.